This data is from the Open Reaction Database (ORD), a public repository of structured organic reaction records. The task is: describe an organic reaction: reactants, conditions, products, and yield The reactants are ice water, ClC1=CC=C(C=C1)N1N=C(C=C1O)C(F)(F)F (1-(4-chlorophenyl)-3-trifluoromethyl-5-hydroxypyrazole), C(=O)([O-])[O-].[Cs+].[Cs+] (Cs2CO3), BrCN1S(C2=C(C1=O)C(=CC(=C2)O)C(C)C)(=O)=O (2-bromomethyl-4-isopropyl-6-hydroxy-1,2-benzisothiazol-3(2H)-one 1,1-dioxide). The solvent is CO (methanol). Conditions: time 1.5 hour. Yields the product C(C)(C)C1=CC(=CC2=C1C(N(S2(=O)=O)COC2=CC(=NN2C2=CC=C(C=C2)Cl)C(F)(F)F)=O)O (4-isopropyl-6-hydroxy-2-[1-(4-chlorophenyl)-3-trifluoromethylpyrazol-5-yl-oxymethyl]-1,2-benzisothiazol-3(2H)-one 1,1-dioxide). Yield: 55.0%. RXN SMILES: [Cl:1][C:2]1[CH:7]=[CH:6][C:5]([N:8]2[C:12]([OH:13])=[CH:11][C:10]([C:14]([F:17])([F:16])[F:15])=[N:9]2)=[CH:4][CH:3]=1.C([O-])([O-])=O.[Cs+].[Cs+].Br[CH2:25][N:26]1[C:30](=[O:31])[C:29]2[C:32]([CH:37]([CH3:39])[CH3:38])=[CH:33][C:34]([OH:36])=[CH:35][C:28]=2[S:27]1(=[O:41])=[O:40]>CO>[CH:37]([C:32]1[C:29]2[C:30](=[O:31])[N:26]([CH2:25][O:13][C:12]3[N:8]([C:5]4[CH:4]=[CH:3][C:2]([Cl:1])=[CH:7][CH:6]=4)[N:9]=[C:10]([C:14]([F:15])([F:17])[F:16])[CH:11]=3)[S:27](=[O:41])(=[O:40])[C:28]=2[CH:35]=[C:34]([OH:36])[CH:33]=1)([CH3:39])[CH3:38] |f:1.2.3|. Procedure: A mixture of 1-(4-chlorophenyl)-3-trifluoromethyl-5-hydroxypyrazole (8.4 g; 32 mmol) and Cs2CO3 (5.22 g; 16 mmol) in methanol (140 ml) was stirred at room temperature for 1.5 hours. The solvent was concentrated in vacuo, and the residue was dried in vacuo overnight. To the above residue was added 133 ml of DMF, cooled to 0° C., and 2-bromomethyl-4-isopropyl-6-hydroxy-1,2-benzisothiazol-3(2H)-one 1,1-dioxide (5.33 g, 16 mmol) and the resulting mixture was stirred at room temperature for 24 hours ...